This data is from the Open Reaction Database (ORD), a public repository of structured organic reaction records. The task is: describe an organic reaction: reactants, conditions, products, and yield Starting materials: ClCCCCN1C=CC2=C1C(CN(S2(=O)=O)C)=O (5-(4-chlorobutyl)-2-methyl-2,3,4,5-tetrahydropyrrolo[2,3-e][1,2]thiazin-4-one 1,1-dioxide), Cl.FC1=CC=C(C(=O)C2CCNCC2)C=C1 (4-(4-fluorobenzoyl)piperidine hydrochloride), C(O)([O-])=O.[Na+] (sodium hydrogencarbonate), [I-].[Na+] (sodium iodide). Run in C(C)#N (acetonitrile). Yields the product FC1=CC=C(C(=O)C2CCN(CC2)CCCCN2C=CC3=C2C(CN(S3(=O)=O)C)=O)C=C1 (5-[4-[4-(4-fluorobenzoyl)piperidino]butyl]-2-methyl-2,3,4,5-tetrahydropyrrolo[2,3-e][1,2]thiazin-4-one 1,1-dioxide). Isolated yield 95.3%. RXN SMILES: Cl[CH2:2][CH2:3][CH2:4][CH2:5][N:6]1[C:10]2[C:11](=[O:18])[CH2:12][N:13]([CH3:17])[S:14](=[O:16])(=[O:15])[C:9]=2[CH:8]=[CH:7]1.Cl.[F:20][C:21]1[CH:34]=[CH:33][C:24]([C:25]([CH:27]2[CH2:32][CH2:31][NH:30][CH2:29][CH2:28]2)=[O:26])=[CH:23][CH:22]=1.C(=O)([O-])O.[Na+].[I-].[Na+]>C(#N)C>[F:20][C:21]1[CH:22]=[CH:23][C:24]([C:25]([CH:27]2[CH2:32][CH2:31][N:30]([CH2:2][CH2:3][CH2:4][CH2:5][N:6]3[C:10]4[C:11](=[O:18])[CH2:12][N:13]([CH3:17])[S:14](=[O:16])(=[O:15])[C:9]=4[CH:8]=[CH:7]3)[CH2:29][CH2:28]2)=[O:26])=[CH:33][CH:34]=1 |f:1.2,3.4,5.6|. Procedure: A suspension of 145 mg (0.5 mmol) of Compound 17, 134 mg (0.55 mmol) of 4-(4-fluorobenzoyl)piperidine hydrochloride, 185 mg (2.2 mmol) of sodium hydrogencarbonate and 165 mg (1.1 mmol) of sodium iodide in 20 ml of acetonitrile was refluxed for 50 hours. Post-treatment was conducted in a similar manner as in Example 18. The residue was purified by chromatography on a silica gel column (eluent: methanol/chloroform=3/97), whereby 220 mg of the title compound were obtained (yield: 95%). Reactants: ClC1=NC=C(C=C1)C1=NC(=NC=C1C#N)NC=1C=C2C=NNC2=CC1 (4-(2-Chloropyridin-5-yl)-5-cyano-N-(indazol-5-yl)pyrimidine-2-amine), CN([C@H]1CNCC1)C (3-(R)-dimethylaminopyrrolidine). Product: C(#N)C=1C(=NC(=NC1)NC=1C=C2C=NNC2=CC1)C=1C=CC(=NC1)N1C[C@@H](CC1)N(C)C (5-Cyano-4-[2-(3-(R)-dimethylaminopyrrolidin-1-yl)pyridin-5-yl]-N-(indazol-5-yl)pyrimidine-2-amine). Reaction SMILES: Cl[C:2]1[CH:7]=[CH:6][C:5]([C:8]2[C:13]([C:14]#[N:15])=[CH:12][N:11]=[C:10]([NH:16][C:17]3[CH:18]=[C:19]4[C:23](=[CH:24][CH:25]=3)[NH:22][N:21]=[CH:20]4)[N:9]=2)=[CH:4][N:3]=1.[CH3:26][N:27]([CH3:33])[C@@H:28]1[CH2:32][CH2:31][NH:30][CH2:29]1>>[C:14]([C:13]1[C:8]([C:5]2[CH:6]=[CH:7][C:2]([N:30]3[CH2:31][CH2:32][C@@H:28]([N:27]([CH3:33])[CH3:26])[CH2:29]3)=[N:3][CH:4]=2)=[N:9][C:10]([NH:16][C:17]2[CH:18]=[C:19]3[C:23](=[CH:24][CH:25]=2)[NH:22][N:21]=[CH:20]3)=[N:11][CH:12]=1)#[N:15]. Procedure details: 4-(2-Chloropyridin-5-yl)-5-cyano-N-(indazol-5-yl)pyrimidine-2-amine (522 mg, 1.5 mmol) and 3-(R)-dimethylaminopyrrolidine were heated together at 140° in a sealed flask for 2 h. On cooling the reaction mixture was triturated with water to give a brown solid which was collected and subjected to column chromatography (silica gel; 1% triethylamine-10% methanol-89% dichloromethane) to give the title compound (417 mg) as a yellow solid m.p.249-250°. δH (d6DMSO) 13.00 (1H, br s), 10.32 (1H, s), 8.81 (... Reactants: CI, CN(C)C=O, [H-], [Na+], O=C(C1=COc2cc(O)ccc2O1)N1CCN(C(c2ccc(F)cc2)c2ccc(F)cc2)CC1. The product is COc1ccc2c(c1)OC=C(C(=O)N1CCN(C(c3ccc(F)cc3)c3ccc(F)cc3)CC1)O2. RXN SMILES: [CH3:37][I:38].[CH3:39][N:40]([CH3:41])[CH:42]=[O:43].[H-:1].[Na+:2].[OH:3][c:4]1[cH:5][c:6]2[c:7]([cH:35][cH:36]1)[O:8][C:9]([C:12](=[O:13])[N:14]1[CH2:15][CH2:16][N:17]([CH:20]([c:21]3[cH:22][cH:23][c:24]([F:27])[cH:25][cH:26]3)[c:28]3[cH:29][cH:30][c:31]([F:34])[cH:32][cH:33]3)[CH2:18][CH2:19]1)=[CH:10][O:11]2>>[O:3]([c:4]1[cH:5][c:6]2[c:7]([cH:35][cH:36]1)[O:8][C:9]([C:12](=[O:13])[N:14]1[CH2:15][CH2:16][N:17]([CH:20]([c:21]3[cH:22][cH:23][c:24]([F:27])[cH:25][cH:26]3)[c:28]3[cH:29][cH:30][c:31]([F:34])[cH:32][cH:33]3)[CH2:18][CH2:19]1)=[CH:10][O:11]2)[CH3:37].